The task is: describe an organic reaction: reactants, conditions, products, and yield. This data is from the Open Reaction Database (ORD), a public repository of structured organic reaction records. Product: ClC=1C=CC=2N(C(C3=C(N(C2N1)CC)N=CC(=C3)CCOC3=CC=NC1=CC=CC=C31)=O)C (2-Chloro-5,11-dihydro-11-ethyl-5-methyl-8-{2-(4-quinolinyloxy)ethyl}-6H-dipyrido[3,2-b:2′,3′-e] [1,4]diazepin-6-one). Isolated yield 75.1%. Procedure: Diethyl azodicarboxylate (DEAD) (4.26 mL, 27.0 mmol) was added drop-wise to a solution of 2-chloro-5,11-dihydro-11-ethyl-8-(2-hydroxyethyl)-5-methyl-6H-dipyrido[3,2-b:2′,3′-e][1,4]diazepin-6-one (6.00 g, 18.0 mmol), 4-hydroxyquinoline (3.92 g, 27.0 mmol) and Ph3P (7.09 g, 27.0 mmol) in THF (90 mL) at room temperature. The mixture was stirred at room temperature for 1 h then was concentrated under reduced pressure. The residue was purified by flash chromatography (EtOAc:MeOH, 95:5) to give the ti... Run in C1CCOC1 (THF). Reaction SMILES: N(C(OCC)=O)=NC(OCC)=O.[Cl:13][C:14]1[CH:15]=[CH:16][C:17]2[N:18]([CH3:35])[C:19](=[O:34])[C:20]3[CH:30]=[C:29]([CH2:31][CH2:32][OH:33])[CH:28]=[N:27][C:21]=3[N:22]([CH2:25][CH3:26])[C:23]=2[N:24]=1.O[C:37]1[C:46]2[C:41](=[CH:42][CH:43]=[CH:44][CH:45]=2)[N:40]=[CH:39][CH:38]=1.C1C=CC(P(C2C=CC=CC=2)C2C=CC=CC=2)=CC=1>C1COCC1>[Cl:13][C:14]1[CH:15]=[CH:16][C:17]2[N:18]([CH3:35])[C:19](=[O:34])[C:20]3[CH:30]=[C:29]([CH2:31][CH2:32][O:33][C:37]4[C:46]5[C:41](=[CH:42][CH:43]=[CH:44][CH:45]=5)[N:40]=[CH:39][CH:38]=4)[CH:28]=[N:27][C:21]=3[N:22]([CH2:25][CH3:26])[C:23]=2[N:24]=1. Reactants: N(=NC(=O)OCC)C(=O)OCC (Diethyl azodicarboxylate), ClC=1C=CC=2N(C(C3=C(N(C2N1)CC)N=CC(=C3)CCO)=O)C (2-chloro-5,11-dihydro-11-ethyl-8-(2-hydroxyethyl)-5-methyl-6H-dipyrido[3,2-b:2′,3′-e][1,4]diazepin-6-one), OC1=CC=NC2=CC=CC=C12 (4-hydroxyquinoline), C1=CC=C(C=C1)P(C2=CC=CC=C2)C3=CC=CC=C3 (Ph3P). Reaction conditions: time 1 hour. The reactants are ClC=1C=C(COC2=C(C=C(C=C2)F)O)C=CC1 (2-(3-Chloro-benzyloxy)-5-fluoro-phenol), [H-].[Na+] (NaH), C(C)(C)(C)OC(=O)N1CC(CC1)OC1=C(C=C(C=C1)Cl)C=O (3-(4-chloro-2-formyl-phenoxy)-pyrrolidine-1-carboxylic acid tert-butyl ester), CCOC(=O)C (EtOAc). The solvent is CN(C)C=O (DMF), CN(C)C=O (DMF), O (H2O). Run at temperature 50 celsius. Yields the product C(C)(C)(C)OC(=O)N1CC(C1)OC1=C(C=CC(=C1)F)OCC1=CC(=CC=C1)Cl (3-[2-(3-Chloro-benzyloxy)-5-fluoro-phenoxy]-azetidine-1-carboxylic acid tert-butyl ester). The yield is 124.1%. RXN SMILES: [Cl:1][C:2]1[CH:3]=[C:4]([CH:15]=[CH:16][CH:17]=1)[CH2:5][O:6][C:7]1[CH:12]=[CH:11][C:10]([F:13])=[CH:9][C:8]=1[OH:14].[H-].[Na+].[C:20]([O:24][C:25]([N:27]1[CH2:31][CH2:30][CH:29](OC2C=CC(Cl)=CC=2C=O)C1)=[O:26])([CH3:23])([CH3:22])[CH3:21].CCOC(C)=O>CN(C=O)C.O>[C:20]([O:24][C:25]([N:27]1[CH2:31][CH:30]([O:14][C:8]2[CH:9]=[C:10]([F:13])[CH:11]=[CH:12][C:7]=2[O:6][CH2:5][C:4]2[CH:15]=[CH:16][CH:17]=[C:2]([Cl:1])[CH:3]=2)[CH2:29]1)=[O:26])([CH3:21])([CH3:22])[CH3:23] |f:1.2|. Procedure details: To the title compound of Step B (200 mg, 0.79 mmol) in DMF (5.0 mL) was added 60 wt % NaH (34.3 mg, 0.86 mmol). The mixture was heated to 50° C. for 1 h then cooled to rt and 3-methanesulfonyloxy-azetidine-1-carboxylic acid tert-butyl ester (Example 90 Step A, 229 mg, 0.91 mmol) in DMF was added. This mixture was heated to 80° C. for 18 h, cooled to rt and treated with EtOAc (50 mL) and H2O (100 mL). The organic layer was separated, washed with H2O (2×50 mL) and dried to give a solid (400 mg). T... The reactants are C1(=CC=CC=C1)P(=O)(C1C([C@H]2C(C(C1)C2)(C)C)=C)C2=CC=CC=C2 ((R)-3-(Diphenylphosphinoyl)-6,6-dimethyl-2-methylenebicyclo[3.1.1]heptane), C1CCOC1 (THF). Run in B1C2CCCC1CCC2 (9-BBN). Conditions: temperature 70 celsius. Product: C1(=CC=CC=C1)P(=O)([C@H]1[C@H](C2C(C(C1)C2)(C)C)CO)C2=CC=CC=C2 ((2R,3R)[3-(Diphenylphosphinoyl)-6,6-dimethylbicyclo[3.1.1]hept-2-yl]-methanol). RXN SMILES: [C:1]1([P:7]([C:19]2[CH:24]=[CH:23][CH:22]=[CH:21][CH:20]=2)([CH:9]2[CH2:14][CH:13]3[CH2:15][C@H:11]([C:12]3([CH3:17])[CH3:16])[C:10]2=[CH2:18])=[O:8])[CH:6]=[CH:5][CH:4]=[CH:3][CH:2]=1.C1C[O:28]CC1>B1C2CCCC1CCC2>[C:1]1([P:7]([C:19]2[CH:24]=[CH:23][CH:22]=[CH:21][CH:20]=2)([C@@H:9]2[CH2:14][CH:13]3[CH2:15][CH:11]([C:12]3([CH3:16])[CH3:17])[C@@H:10]2[CH2:18][OH:28])=[O:8])[CH:2]=[CH:3][CH:4]=[CH:5][CH:6]=1. Reported procedure: 8.0 g (20 mmol) of phosphine oxide (9) were dissolved under an argon atmosphere in 50 ml of 0.5 M THF solution of 9-BBN (Aldrich) and the reaction mixture was heated to 70° C. in a closed reaction vessel for 12 h. Starting materials: [H][H] (hydrogen), [H][H] (hydrogen), COC(\C=C\C1=CNC2=CC=C(C=C12)Cl)=O ((E)-3-(5-chloro-1H-indol-3-yl)-acrylic acid methyl ester), [H][H] (hydrogen). The reagents and catalysts are [Pd] (palladium on carbon). The solvent is C(C)(=O)OCC (ethyl acetate). Conditions: time 8 hour. The product is COC(CCC1=CNC2=CC=C(C=C12)Cl)=O (3-(5-chloro-1H-indol-3-yl)-propionic acid methyl ester). Reaction SMILES: [CH3:1][O:2][C:3](=[O:16])/[CH:4]=[CH:5]/[C:6]1[C:14]2[C:9](=[CH:10][CH:11]=[C:12]([Cl:15])[CH:13]=2)[NH:8][CH:7]=1.[H][H]>[Pd].C(OCC)(=O)C>[CH3:1][O:2][C:3](=[O:16])[CH2:4][CH2:5][C:6]1[C:14]2[C:9](=[CH:10][CH:11]=[C:12]([Cl:15])[CH:13]=2)[NH:8][CH:7]=1. Procedure: Into a flask, (E)-3-(5-chloro-1H-indol-3-yl)-acrylic acid methyl ester (8, 3.4 g, 0.014 mol) and 10% palladium on carbon were combined and 140 mL of ethyl acetate was added. Vacuum was applied and the flask was back filled with hydrogen, repeated application of vacuum and hydrogen back fill for total of three times. The reaction was capped with a hydrogen filled balloon and the reaction stirred overnight at room temperature. TLC (20% ethyl acetatethexane) indicated absence of starting material a... Starting materials: Cc1cc(Br)cnc1CCCCN, CCO, Cn1ccc(Cc2cnc(N[N+](=O)[O-])[nH]c2=O)cc1=O, c1ccncc1. RXN SMILES: [Br:1][c:2]1[cH:3][c:4]([CH3:13])[c:5]([CH2:8][CH2:9][CH2:10][CH2:11][NH2:12])[n:6][cH:7]1.[CH3:40][CH2:41][OH:42].[N+:14]([NH:15][c:18]1[n:19][cH:20][c:21]([CH2:25][c:26]2[cH:27][c:28](=[O:33])[n:29]([CH3:32])[cH:30][cH:31]2)[c:22](=[O:24])[nH:23]1)([O-:16])=[O:17].[cH:34]1[cH:35][cH:36][n:37][cH:38][cH:39]1>>[Br:1][c:2]1[cH:3][c:4]([CH3:13])[c:5]([CH2:8][CH2:9][CH2:10][CH2:11][NH:12][c:18]2[n:19][cH:20][c:21]([CH2:25][c:26]3[cH:27][c:28](=[O:33])[n:29]([CH3:32])[cH:30][cH:31]3)[c:22](=[O:24])[nH:23]2)[n:6][cH:7]1. Yields the product Cc1cc(Br)cnc1CCCCNc1ncc(Cc2ccn(C)c(=O)c2)c(=O)[nH]1. Starting materials: COC(=O)C(Br)=CC1C(C(=O)OC(C)(C)C)C1(C)C, Cc1ccccc1, O, Cc1ccc(S(=O)(=O)O)cc1. The product is COC(=O)C(Br)=CC1C(C(=O)O)C1(C)C. Reaction SMILES: [CH3:1][C:2]1([CH3:19])[CH:3]([C:12](=[O:13])[O:14][C:15]([CH3:16])([CH3:17])[CH3:18])[CH:4]1[CH:5]=[C:6]([C:7]([O:8][CH3:9])=[O:10])[Br:11].[CH3:32][c:33]1[cH:34][cH:35][cH:36][cH:37][cH:38]1.[OH2:20].[c:21]1([CH3:22])[cH:23][cH:24][c:25]([S:26]([OH:27])(=[O:28])=[O:29])[cH:30][cH:31]1>>[CH3:1][C:2]1([CH3:19])[CH:3]([C:12](=[O:13])[OH:14])[CH:4]1[CH:5]=[C:6]([C:7]([O:8][CH3:9])=[O:10])[Br:11].